Dataset: the Open Reaction Database (ORD), a public repository of structured organic reaction records. Task: describe an organic reaction: reactants, conditions, products, and yield The product is OC1C(CS(C1)(=O)=O)(C#N)C (4-Hydroxy-3-methyltetrahydrothiophene-3-carbonitrile 1,1-dioxide). Procedure details: (3R,4S and 3S,4R)-4-Hydroxy-3-methyltetrahydrothiophene-3-carbonitrile (140 mg, 0.98 mmol) was dissolved in DCM (4.9 mL) and was stirred vigorously at ambient temperature. m-CPBA (340 mg, 2.0 mmol) was added in three portions and the resulting mixture was maintained at ambient temperature for 18 hours. The mixture was then diluted with 1M aqueous sodium thiosulfate and extracted with EtOAc. The organic layer was again washed with 1M aqueous sodium thiosulfate, saturated aqueous NaHCO3, brine, dr... Starting materials: C1=CC(=CC(=C1)Cl)C(=O)OO (m-CPBA), OC1C(CSC1)(C#N)C (4-Hydroxy-3-methyltetrahydrothiophene-3-carbonitrile), S(=S)(=O)([O-])[O-].[Na+].[Na+] (sodium thiosulfate). RXN SMILES: [OH:1][CH:2]1[CH2:6]S[CH2:4][C:3]1([CH3:9])[C:7]#[N:8].C1C=C(Cl)C=C(C(OO)=O)C=1.[S:21]([O-:25])([O-])(=[O:23])=S.[Na+].[Na+]>C(Cl)Cl>[OH:1][CH:2]1[CH2:6][S:21](=[O:25])(=[O:23])[CH2:4][C:3]1([CH3:9])[C:7]#[N:8] |f:2.3.4|. Run in C(Cl)Cl (DCM). Starting materials: Cl (hydrogen chloride), C(C)(C)(C)OC(=O)N1C[C@@H]([C@H](CC1)NC1=C(C=C(C=C1)Br)[N+](=O)[O-])O ((3S,4S)-4-(4-bromo-2-nitro-phenylamino)-3-hydroxy-piperidine-1-carboxylic acid tert-butyl ester). The solvent is O1CCOCC1 (dioxane), ClCCl (dichloromethane). Run at time 16 hour. Product: Cl.BrC1=CC(=C(C=C1)N[C@@H]1[C@H](CNCC1)O)[N+](=O)[O-] ((3S,4S)-4-(4-Bromo-2-nitro-phenylamino)-piperidin-3-ol, hydrochloride). The yield is 80.0%. As a reaction SMILES: [ClH:1].C(OC([N:9]1[CH2:14][CH2:13][C@H:12]([NH:15][C:16]2[CH:21]=[CH:20][C:19]([Br:22])=[CH:18][C:17]=2[N+:23]([O-:25])=[O:24])[C@@H:11]([OH:26])[CH2:10]1)=O)(C)(C)C>O1CCOCC1.ClCCl>[ClH:1].[Br:22][C:19]1[CH:20]=[CH:21][C:16]([NH:15][C@H:12]2[CH2:13][CH2:14][NH:9][CH2:10][C@@H:11]2[OH:26])=[C:17]([N+:23]([O-:25])=[O:24])[CH:18]=1 |f:4.5|. Procedure details: Add 4 M hydrogen chloride in dioxane (90 mL) slowly to a solution of (3S,4S)-4-(4-bromo-2-nitro-phenylamino)-3-hydroxy-piperidine-1-carboxylic acid tert-butyl ester (0.035 mol, 14.6 g) in dry dichloromethane (50 mL) at room temperature and stir for 16 h. Filter the precipitate and dry under vacuum to obtain the title compound (9.84 g, 80%) as a yellow solid. Starting materials: C1CCOC1, COC(=O)OC, COC(=O)Cc1ccc(Br)cc1, Cl, [H-], [Na+]. The product is COC(=O)C(C(=O)OC)c1ccc(Br)cc1. Reaction SMILES: [CH2:22]1[O:23][CH2:24][CH2:25][CH2:26]1.[CH3:15][O:16][C:17]([O:18][CH3:20])=[O:19].[CH3:1][O:2][C:3]([CH2:4][c:5]1[cH:6][cH:7][c:8]([Br:11])[cH:9][cH:10]1)=[O:12].[ClH:21].[H-:14].[Na+:13]>>[CH3:1][O:2][C:3]([CH:4]([c:5]1[cH:6][cH:7][c:8]([Br:11])[cH:9][cH:10]1)[C:17]([O:16][CH3:15])=[O:18])=[O:12]. Starting materials: CCCCCC1CCC(c2cnc(C3CCC(C(N)=O)CC3)nc2)CC1, ClCCl, O=S(=O)(Cl)c1ccccc1, c1ccncc1. Yields the product CCCCCC1CCC(c2cnc(C3CCC(C#N)CC3)nc2)CC1. RXN SMILES: [CH2:11]([CH2:12][CH2:13][CH2:14][CH3:15])[CH:16]1[CH2:17][CH2:18][CH:19]([c:22]2[cH:23][n:24][c:25]([CH:28]3[CH2:29][CH2:30][CH:31]([C:34](=[O:35])[NH2:36])[CH2:32][CH2:33]3)[n:26][cH:27]2)[CH2:20][CH2:21]1.[CH2:43]([Cl:44])[Cl:45].[c:1]1([S:2]([Cl:3])(=[O:4])=[O:5])[cH:6][cH:7][cH:8][cH:9][cH:10]1.[cH:37]1[cH:38][cH:39][n:40][cH:41][cH:42]1>>[CH2:11]([CH2:12][CH2:13][CH2:14][CH3:15])[CH:16]1[CH2:17][CH2:18][CH:19]([c:22]2[cH:23][n:24][c:25]([CH:28]3[CH2:29][CH2:30][CH:31]([C:34]#[N:36])[CH2:32][CH2:33]3)[n:26][cH:27]2)[CH2:20][CH2:21]1.